Dataset: the Open Reaction Database (ORD), a public repository of structured organic reaction records. Task: describe an organic reaction: reactants, conditions, products, and yield Reactants: Cc1ccc(S(=O)(=O)OCCc2cc3cc(Br)ccc3s2)cc1, Cc1ccc(S(=O)(=O)O)cc1, CC1CCCN1, CC#N, [K+], [K+], O=C([O-])[O-]. Yields the product CC1CCCN1CCc1cc2cc(Br)ccc2s1. As a reaction SMILES: [CH3:12][c:13]1[cH:14][cH:15][c:16]([S:17]([O:18][CH2:23][CH2:24][c:25]2[s:26][c:27]3[c:28]([cH:29]2)[cH:30][c:31]([Br:34])[cH:32][cH:33]3)(=[O:19])=[O:20])[cH:21][cH:22]1.[CH3:1][c:2]1[cH:3][cH:4][c:5]([S:6](=[O:7])(=[O:8])[OH:9])[cH:10][cH:11]1.[CH3:41][CH:42]1[NH:43][CH2:44][CH2:45][CH2:46]1.[CH3:47][C:48]#[N:49].[K+:35].[K+:36].[O-:37][C:38]([O-:39])=[O:40]>>[CH2:23]([CH2:24][c:25]1[s:26][c:27]2[c:28]([cH:29]1)[cH:30][c:31]([Br:34])[cH:32][cH:33]2)[N:43]1[CH:42]([CH3:41])[CH2:46][CH2:45][CH2:44]1. Reactants: O=C([O-])[O-], [Cs+], [Cs+], O=c1c(I)c(-c2ccccc2)oc2c1ccn1c(=O)[nH]nc21, CI, CN(C)C=O. Yields the product Cn1nc2c3oc(-c4ccccc4)c(I)c(=O)c3ccn2c1=O. As a reaction SMILES: [C:23](=[O:24])([O-:25])[O-:26].[Cs+:27].[Cs+:28].[I:1][c:2]1[c:3](=[O:22])[c:4]2[cH:5][cH:6][n:7]3[c:8]([c:9]2[o:10][c:11]1-[c:12]1[cH:13][cH:14][cH:15][cH:16][cH:17]1)[n:18][nH:19][c:20]3=[O:21].[I:29][CH3:30].[O:31]=[CH:32][N:33]([CH3:34])[CH3:35]>>[I:1][c:2]1[c:3](=[O:22])[c:4]2[cH:5][cH:6][n:7]3[c:8]([c:9]2[o:10][c:11]1-[c:12]1[cH:13][cH:14][cH:15][cH:16][cH:17]1)[n:18][n:19]([CH3:23])[c:20]3=[O:21]. The reactants are CC#N, CC#CP1(=O)OCC(C)(C)CO1, Cl, NN, O. The product is CC(=O)CP1(=O)OCC(C)(C)CO1. RXN SMILES: [CH3:17][C:18]#[N:19].[CH3:1][C:2]1([CH3:12])[CH2:3][O:4][P:5](=[O:8])([C:9]#[C:10][CH3:11])[O:6][CH2:7]1.[ClH:16].[NH2:14][NH2:15].[OH2:13]>>[CH3:1][C:2]1([CH3:12])[CH2:3][O:4][P:5](=[O:8])([CH2:9][C:10]([CH3:11])=[O:13])[O:6][CH2:7]1. The reactants are O=C(Cl)CCCCl, CC(C)n1nc(Br)c2ccc(N)cc2c1=O, CN(C)C=O. Yields the product CC(C)n1nc(Br)c2ccc(NC(=O)CCCCl)cc2c1=O. As a reaction SMILES: [Cl:17][CH2:18][CH2:19][CH2:20][C:21](=[O:22])[Cl:23].[NH2:1][c:2]1[cH:3][cH:4][c:5]2[c:6]([Br:16])[n:7][n:8]([CH:13]([CH3:14])[CH3:15])[c:9](=[O:12])[c:10]2[cH:11]1.[O:24]=[CH:25][N:26]([CH3:27])[CH3:28]>>[NH:1]([c:2]1[cH:3][cH:4][c:5]2[c:6]([Br:16])[n:7][n:8]([CH:13]([CH3:14])[CH3:15])[c:9](=[O:12])[c:10]2[cH:11]1)[C:21]([CH2:20][CH2:19][CH2:18][Cl:17])=[O:22].